describe an organic reaction: reactants, conditions, products, and yield From a dataset of the Open Reaction Database (ORD), a public repository of structured organic reaction records. Reactants: CCOC(=O)N1c2cc(O)c(OC)cc2C(N(Cc2cc(C(F)(F)F)cc(C(F)(F)F)c2)C(=O)OC)CC1C, CCCCCCCCO, c1ccc(P(c2ccccc2)c2ccccc2)cc1, c1ccccc1. The product is CCCCCCCCOc1cc2c(cc1OC)C(N(Cc1cc(C(F)(F)F)cc(C(F)(F)F)c1)C(=O)OC)CC(C)N2C(=O)OCC. RXN SMILES: [CH2:1]([CH3:2])[O:3][C:4](=[O:5])[N:6]1[CH:7]([CH3:39])[CH2:8][CH:9]([N:19]([C:20](=[O:21])[O:22][CH3:23])[CH2:24][c:25]2[cH:26][c:27]([C:35]([F:36])([F:37])[F:38])[cH:28][c:29]([C:31]([F:32])([F:33])[F:34])[cH:30]2)[c:10]2[cH:11][c:12]([O:17][CH3:18])[c:13]([OH:16])[cH:14][c:15]21.[CH2:59]([CH2:60][CH2:61][CH2:62][CH2:63][CH2:64][CH2:65][CH3:66])[OH:67].[c:40]1([P:41]([c:42]2[cH:43][cH:44][cH:45][cH:46][cH:47]2)[c:48]2[cH:49][cH:50][cH:51][cH:52][cH:53]2)[cH:54][cH:55][cH:56][cH:57][cH:58]1.[cH:68]1[cH:69][cH:70][cH:71][cH:72][cH:73]1>>[CH2:1]([CH3:2])[O:3][C:4](=[O:5])[N:6]1[CH:7]([CH3:39])[CH2:8][CH:9]([N:19]([C:20](=[O:21])[O:22][CH3:23])[CH2:24][c:25]2[cH:26][c:27]([C:35]([F:36])([F:37])[F:38])[cH:28][c:29]([C:31]([F:32])([F:33])[F:34])[cH:30]2)[c:10]2[cH:11][c:12]([O:17][CH3:18])[c:13]([O:16][CH2:59][CH2:60][CH2:61][CH2:62][CH2:63][CH2:64][CH2:65][CH3:66])[cH:14][c:15]21. Starting materials: COc1ccc(Br)c2c1CCC(=O)N2, O=C([O-])[O-], [K+], [K+], C1COCCO1, OB(O)c1ccccc1, c1ccc(P(c2ccccc2)(c2ccccc2)[Pd](P(c2ccccc2)(c2ccccc2)c2ccccc2)(P(c2ccccc2)(c2ccccc2)c2ccccc2)P(c2ccccc2)(c2ccccc2)c2ccccc2)cc1. Yields the product COc1ccc(-c2ccccc2)c2c1CCC(=O)N2. As a reaction SMILES: [Br:1][c:2]1[cH:3][cH:4][c:5]([O:13][CH3:14])[c:6]2[c:11]1[NH:10][C:9](=[O:12])[CH2:8][CH2:7]2.[C:15](=[O:16])([O-:17])[O-:18].[K+:19].[K+:20].[O:30]1[CH2:31][CH2:32][O:33][CH2:34][CH2:35]1.[OH:21][B:22]([OH:23])[c:24]1[cH:25][cH:26][cH:27][cH:28][cH:29]1.[cH:36]1[cH:37][cH:38][c:39]([P:40]([Pd:41]([P:42]([c:43]2[cH:44][cH:45][cH:46][cH:47][cH:48]2)([c:49]2[cH:50][cH:51][cH:52][cH:53][cH:54]2)[c:55]2[cH:56][cH:57][cH:58][cH:59][cH:60]2)([P:61]([c:62]2[cH:63][cH:64][cH:65][cH:66][cH:67]2)([c:68]2[cH:69][cH:70][cH:71][cH:72][cH:73]2)[c:74]2[cH:75][cH:76][cH:77][cH:78][cH:79]2)[P:80]([c:81]2[cH:82][cH:83][cH:84][cH:85][cH:86]2)([c:87]2[cH:88][cH:89][cH:90][cH:91][cH:92]2)[c:93]2[cH:94][cH:95][cH:96][cH:97][cH:98]2)([c:99]2[cH:100][cH:101][cH:102][cH:103][cH:104]2)[c:105]2[cH:106][cH:107][cH:108][cH:109][cH:110]2)[cH:111][cH:112]1>>[c:2]1(-[c:24]2[cH:25][cH:26][cH:27][cH:28][cH:29]2)[cH:3][cH:4][c:5]([O:13][CH3:14])[c:6]2[c:11]1[NH:10][C:9](=[O:12])[CH2:8][CH2:7]2. Reactants: BrC=1C=C2C(=NC1)SC(=N2)NC(C)=O (N-(6-bromothiazolo[5,4-b]pyridin-2-yl)acetamide), COC1=CC=C2C(=NC=NC2=C1)N1CCOC2=C(C1)C=C(C=C2)B(O)O ({4-[7-(methyloxy)quinazolin-4-yl]-2,3,4,5-tetrahydro-1,4-benzoxazepin-7-yl}boronic acid). The product is CN(C)CC1=NC2=CC(=CC=C2C(=N1)N1CCOC2=C(C1)C=C(C=C2)C=2C=C1C(=NC2)SC(=N1)NC(C)=O)OC (N-[6-(4-{2-[(dimethylamino)methyl]-7-(methyloxy)quinazolin-4-yl}-2,3,4,5-tetrahydro-1,4-benzoxazepin-7-yl)[1,3]thiazolo[5,4-b]pyridin-2-yl]acetamide). Reaction SMILES: Br[C:2]1[CH:3]=[C:4]2[N:10]=[C:9]([NH:11][C:12](=[O:14])[CH3:13])[S:8][C:5]2=[N:6][CH:7]=1.[CH3:15][O:16][C:17]1[CH:26]=[C:25]2[C:20]([C:21]([N:27]3[CH2:33][C:32]4[CH:34]=[C:35](B(O)O)[CH:36]=[CH:37][C:31]=4[O:30][CH2:29][CH2:28]3)=[N:22][CH:23]=[N:24]2)=[CH:19][CH:18]=1>>[CH3:21][N:27]([CH2:33][C:23]1[N:22]=[C:21]([N:27]2[CH2:33][C:32]3[CH:34]=[C:35]([C:2]4[CH:3]=[C:4]5[N:10]=[C:9]([NH:11][C:12](=[O:14])[CH3:13])[S:8][C:5]5=[N:6][CH:7]=4)[CH:36]=[CH:37][C:31]=3[O:30][CH2:29][CH2:28]2)[C:20]2[C:25](=[CH:26][C:17]([O:16][CH3:15])=[CH:18][CH:19]=2)[N:24]=1)[CH3:28]. Procedure details: Synthesized according to the method of example 5 using N-(6-bromothiazolo[5,4-b]pyridin-2-yl)acetamide (J. Heterocyclic Chemistry 2003, 40, 261) and {4-[7-(methyloxy)quinazolin-4-yl]-2,3,4,5-tetrahydro-1,4-benzoxazepin-7-yl}boronic acid (reagent preparation 23) in step 1. 1H NMR (400 MHz, d6-DMSO) δ 12.60 (s, 1H), 8.86 (d, 1H), 8.45 (d, 1H), 8.23-8.07 (m, 2H), 7.70 (dd, 1H), 7.27-7.17 (m, 2H), 7.02 (d, 1H), 5.43 (s, 2H), 4.65-4.57 (m, 2H), 4.46 (s, 2H), 4.43-4.37 (m, 2H), 3.94 (s, 3H), 2.73 (s, ...